Dataset: the Open Reaction Database (ORD), a public repository of structured organic reaction records. Task: describe an organic reaction: reactants, conditions, products, and yield Reactants: C#CCCCO, C=CCCCOC(=O)NC(C(=O)O)C(C)(C)C. The product is C#CCCCOC(=O)NC(C(=O)O)C(C)(C)C. As a reaction SMILES: [CH2:18]([OH:19])[CH2:20][CH2:21][C:22]#[CH:23].[CH3:1][C:2]([CH:3]([NH:4][C:5](=[O:6])[O:7][CH2:8][CH2:9][CH2:10][CH:11]=[CH2:12])[C:13](=[O:14])[OH:15])([CH3:16])[CH3:17]>>[CH3:1][C:2]([CH:3]([NH:4][C:5](=[O:6])[O:7][CH2:8][CH2:9][CH2:10][C:11]#[CH:12])[C:13](=[O:14])[OH:15])([CH3:16])[CH3:17]. Starting materials: C=C(C)CCl, O=S(=O)(O)O, CCOc1ccccc1. Yields the product CCOc1ccccc1C(C)(C)CCl. RXN SMILES: [CH2:15]([C:16]([CH3:17])=[CH2:18])[Cl:19].[S:1](=[O:2])(=[O:3])([OH:4])[OH:5].[c:6]1([O:12][CH2:13][CH3:14])[cH:7][cH:8][cH:9][cH:10][cH:11]1>>[c:6]1([O:12][CH2:13][CH3:14])[c:7]([C:16]([CH2:15][Cl:19])([CH3:17])[CH3:18])[cH:8][cH:9][cH:10][cH:11]1. Starting materials: C(C)(C)[Si](OC1=C2C=CNC2=CC=C1)(C(C)C)C(C)C (4-triisopropylsilyloxy-1H-indole), C1(CCCC1)=O (cyclopentanone), 14c. Product: C1(=CCCC1)C=1NC=2C=CC=C(C2C1)O (2-Cyclopent-1-enyl-1H-indol-4-ol). As a reaction SMILES: C([Si](C(C)C)(C(C)C)[O:5][C:6]1[CH:14]=[CH:13][CH:12]=[C:11]2[C:7]=1[CH:8]=[CH:9][NH:10]2)(C)C.[C:21]1(=O)[CH2:25][CH2:24][CH2:23][CH2:22]1>>[C:21]1([C:9]2[NH:10][C:11]3[CH:12]=[CH:13][CH:14]=[C:6]([OH:5])[C:7]=3[CH:8]=2)[CH2:25][CH2:24][CH2:23][CH:22]=1. Procedure details: 2-Cyclopent-1-enyl-1H-indol-4-ol was prepared from 4-triisopropylsilyloxy-1H-indole and cyclopentanone as described for 14c. Starting materials: [Li]CCCC, C1CCOC1, CC1(C)CCSc2ccc(Br)cc21, [Cl-], [NH4+], CN(C)C=O. Yields the product CC1(C)CCSc2ccc(C=O)cc21. As a reaction SMILES: [CH2:14]([Li:15])[CH2:16][CH2:17][CH3:18].[CH2:26]1[O:27][CH2:28][CH2:29][CH2:30]1.[CH3:1][C:2]1([CH3:13])[CH2:3][CH2:4][S:5][c:6]2[cH:7][cH:8][c:9]([Br:12])[cH:10][c:11]21.[Cl-:24].[NH4+:25].[O:19]=[CH:20][N:21]([CH3:22])[CH3:23]>>[CH3:1][C:2]1([CH3:13])[CH2:3][CH2:4][S:5][c:6]2[cH:7][cH:8][c:9]([CH:20]=[O:19])[cH:10][c:11]21.